describe an organic reaction: reactants, conditions, products, and yield From a dataset of the Open Reaction Database (ORD), a public repository of structured organic reaction records. Reactants: CCOC(=O)c1ccc(-c2nc(COc3ccc(COc4nn(-c5ccccc5)cc4C=Cc4csc(CC)n4)cc3OC)c(C)o2)o1, CCO, Cl, [Na+], C1CCOC1, [OH-], O. Yields the product CCc1nc(C=Cc2cn(-c3ccccc3)nc2OCc2ccc(OCc3nc(-c4ccc(C(=O)O)o4)oc3C)c(OC)c2)cs1. Reaction SMILES: [CH2:1]([CH3:2])[c:3]1[s:4][cH:5][c:6]([CH:8]=[CH:9][c:10]2[c:11]([O:21][CH2:22][c:23]3[cH:24][c:25]([O:47][CH3:48])[c:26]([O:27][CH2:28][c:29]4[n:30][c:31](-[c:35]5[cH:36][cH:37][c:38]([C:40](=[O:41])[O:42][CH2:43][CH3:44])[o:39]5)[o:32][c:33]4[CH3:34])[cH:45][cH:46]3)[n:12][n:13](-[c:15]3[cH:16][cH:17][cH:18][cH:19][cH:20]3)[cH:14]2)[n:7]1.[CH3:58][CH2:59][OH:60].[ClH:56].[Na+:55].[O:49]1[CH2:50][CH2:51][CH2:52][CH2:53]1.[OH-:54].[OH2:57]>>[CH2:1]([CH3:2])[c:3]1[s:4][cH:5][c:6]([CH:8]=[CH:9][c:10]2[c:11]([O:21][CH2:22][c:23]3[cH:24][c:25]([O:47][CH3:48])[c:26]([O:27][CH2:28][c:29]4[n:30][c:31](-[c:35]5[cH:36][cH:37][c:38]([C:40](=[O:41])[OH:42])[o:39]5)[o:32][c:33]4[CH3:34])[cH:45][cH:46]3)[n:12][n:13](-[c:15]3[cH:16][cH:17][cH:18][cH:19][cH:20]3)[cH:14]2)[n:7]1. Starting materials: C(C)(C)(C)OC(NCCNC(=O)C=1NC2=CC(=CC=C2C1)[N+](=O)[O-])=O ({2-[(6-Nitro-1H-indole-2-carbonyl)-amino]-ethyl}-carbamic acid tert-butyl ester). The reagents and catalysts are [Pd] (Pd/C). The solvent is CO (MeOH). Yields the product C(C)(C)(C)OC(NCCNC(=O)C=1NC2=CC(=CC=C2C1)N)=O ({2-[(6-Amino-1H-indole-2-carbonyl)-amino]-ethyl}-carbamic acid tert-butyl ester). RXN SMILES: [C:1]([O:5][C:6](=[O:25])[NH:7][CH2:8][CH2:9][NH:10][C:11]([C:13]1[NH:14][C:15]2[C:20]([CH:21]=1)=[CH:19][CH:18]=[C:17]([N+:22]([O-])=O)[CH:16]=2)=[O:12])([CH3:4])([CH3:3])[CH3:2]>CO.[Pd]>[C:1]([O:5][C:6](=[O:25])[NH:7][CH2:8][CH2:9][NH:10][C:11]([C:13]1[NH:14][C:15]2[C:20]([CH:21]=1)=[CH:19][CH:18]=[C:17]([NH2:22])[CH:16]=2)=[O:12])([CH3:4])([CH3:2])[CH3:3]. Reported procedure: Compound 35 (0.184 g, 0.528 mmol) was dissolved in 15 ml of MeOH and hydrogenated over 5% Pd/C under 40 psi of H2 for 30 min. TLC showed that reaction was completed. After filtration through celite, the filtrate was evaporated and the residue was dried under high vacuum to give compound 36.